This data is from the Open Reaction Database (ORD), a public repository of structured organic reaction records. The task is: describe an organic reaction: reactants, conditions, products, and yield Reactants: C1(=CC=C(C=C1)S(=O)(=O)O)C (4-toluenesulfonic acid), [N+](=O)(O)[O-] (nitric acid). Run in O (water). The product is CC1=C(C=C(C=C1)S(=O)(=O)O)[N+](=O)[O-] (4-methyl-3-nitrobenzenesulfonic acid). RXN SMILES: [C:1]1([CH3:11])[CH:6]=[CH:5][C:4]([S:7]([OH:10])(=[O:9])=[O:8])=[CH:3][CH:2]=1.[N+:12]([O-])([OH:14])=[O:13]>O>[CH3:11][C:1]1[CH:2]=[CH:3][C:4]([S:7]([OH:10])(=[O:8])=[O:9])=[CH:5][C:6]=1[N+:12]([O-:14])=[O:13]. Procedure details: A solution of 25.0 g of 4-toluenesulfonic acid and 95 ml of concentrated nitric acid was heated on a steam bath for 30 minutes during which time the solution turned deep red and gas was evolved. The reaction was allowed to cool to room temperature, poured into 250 ml of water and concentrated. An additional 30 ml of water was added and the solution again concentrated. This procedure was repeated three additional times. The resulting oil was dissolved in 30 ml of water and neutralized with the ad... Starting materials: FC(C1=CC=C(C=C1)/C=C/C=C/C=C/CO)(F)F ((2E,4E,6E)-7-[4-(Trifluoromethyl)phenyl]-2,4,6-heptatrien-1-ol). Reagents/catalysts: [O-2].[O-2].[Mn+4] (manganese dioxide). Product: FC(C1=CC=C(C=C1)/C=C/C=C/C=C/C=O)(F)F ((2E,4E,6E)-7-[4-(Trifluoromethyl)phenyl]-2,4,6-heptatrienal). The yield is 88.0%. As a reaction SMILES: [F:1][C:2]([F:18])([F:17])[C:3]1[CH:8]=[CH:7][C:6](/[CH:9]=[CH:10]/[CH:11]=[CH:12]/[CH:13]=[CH:14]/[CH2:15][OH:16])=[CH:5][CH:4]=1>[O-2].[O-2].[Mn+4]>[F:1][C:2]([F:17])([F:18])[C:3]1[CH:4]=[CH:5][C:6](/[CH:9]=[CH:10]/[CH:11]=[CH:12]/[CH:13]=[CH:14]/[CH:15]=[O:16])=[CH:7][CH:8]=1 |f:1.2.3|. Procedure details: (2E,4E,6E)-7-[4-(Trifluoromethyl)phenyl]-2,4,6-heptatrien-1-ol was treated with active manganese dioxide in the same manner as in Reference example 22 to obtain the title compound in a yield of 88%. The reactants are CO, Cc1cc(C)c(CNC(=O)c2cc(C3=CC(C)(C)NC(C)(C)C3)cc3c2cnn3C2CCCC2)c(=O)[nH]1. Product: Cc1cc(C)c(CNC(=O)c2cc(C3CC(C)(C)NC(C)(C)C3)cc3c2cnn3C2CCCC2)c(=O)[nH]1. RXN SMILES: [CH3:38][OH:39].[CH:1]1([n:6]2[n:7][cH:8][c:9]3[c:10]([C:25](=[O:26])[NH:27][CH2:28][c:29]4[c:30](=[O:37])[nH:31][c:32]([CH3:36])[cH:33][c:34]4[CH3:35])[cH:11][c:12]([C:15]4=[CH:20][C:19]([CH3:21])([CH3:22])[NH:18][C:17]([CH3:23])([CH3:24])[CH2:16]4)[cH:13][c:14]23)[CH2:2][CH2:3][CH2:4][CH2:5]1>>[CH:1]1([n:6]2[n:7][cH:8][c:9]3[c:10]([C:25](=[O:26])[NH:27][CH2:28][c:29]4[c:30](=[O:37])[nH:31][c:32]([CH3:36])[cH:33][c:34]4[CH3:35])[cH:11][c:12]([CH:15]4[CH2:16][C:17]([CH3:23])([CH3:24])[NH:18][C:19]([CH3:21])([CH3:22])[CH2:20]4)[cH:13][c:14]23)[CH2:2][CH2:3][CH2:4][CH2:5]1. Starting materials: FB(F)F, CCOCC, CCc1cc2c(O)c(C(=O)O)cnc2s1, CC(C)CO. The product is CCc1cc2c(O)c(C(=O)OCC(C)C)cnc2s1. As a reaction SMILES: [B:21]([F:22])([F:23])[F:24].[CH2:16]([O:17][CH2:18][CH3:19])[CH3:20].[CH2:1]([CH3:2])[c:3]1[cH:4][c:5]2[c:6]([n:7][cH:8][c:9]([C:12](=[O:13])[OH:14])[c:10]2[OH:11])[s:15]1.[CH2:25]([CH:26]([CH3:27])[CH3:28])[OH:29]>>[CH2:1]([CH3:2])[c:3]1[cH:4][c:5]2[c:6]([n:7][cH:8][c:9]([C:12](=[O:13])[O:14][CH2:25][CH:26]([CH3:27])[CH3:28])[c:10]2[OH:11])[s:15]1. Reactants: S(=O)(=O)(C)Cl (mesyl chloride), NC1=CC=C(C(=O)OC)C=C1 (methyl 4-aminobenzoate), C(C)N(C(C)C)CC (diethylisopropylamine). The solvent is C(Cl)Cl (DCM). Reaction conditions: time 8 hour. The product is CS(=O)(=O)NC1=CC=C(C(=O)OC)C=C1 (methyl 4-[(methylsulfonyl)amino]benzoate). As a reaction SMILES: [NH2:1][C:2]1[CH:11]=[CH:10][C:5]([C:6]([O:8][CH3:9])=[O:7])=[CH:4][CH:3]=1.[S:12](Cl)([CH3:15])(=[O:14])=[O:13].C(N(CC)C(C)C)C>C(Cl)Cl>[CH3:15][S:12]([NH:1][C:2]1[CH:3]=[CH:4][C:5]([C:6]([O:8][CH3:9])=[O:7])=[CH:10][CH:11]=1)(=[O:14])=[O:13]. Procedure: 1.13 g (7.48 mmol) of methyl 4-aminobenzoate was dissolved in 20 mL of anhydrous DCM and 1.97 g (17.19 mmol) of mesyl chloride was added at 4 deg C., followed by the 2.22 g (17.19 mmol) of the diethylisopropylamine. Reaction was carried out overnight at room temperature resulting methyl 4-[(methylsulfonyl)amino]benzoate, which was used in the next step without additional purification. Starting materials: C(=O)([O-])[O-].[K+].[K+] (K2CO3), C(=O)([O-])[O-].[Cs+].[Cs+] (Cs2CO3), Cl.ClCC1=NC2=CC=CC=C2C=C1 (2-(chloromethyl)quinoline hydrochloride), Cl (HCl), ClC1=CC=C(CN2C(=C(C3=CC(=CC=C23)O)SC(C)(C)C)CC(C(=O)OC)(C)C)C=C1 (Methyl 3-[N-(p-chlorobenzyl)-5-hydroxy-3-(t-butylthio)indol-2-yl]-2,2-dimethylpropanoate). Run in CN(C)C=O (DMF), O (water). Conditions: time 72 hour. Product: ClC1=CC=C(CN2C(=C(C3=CC(=CC=C23)OCC2=NC3=CC=CC=C3C=C2)SC(C)(C)C)CC(C(=O)OC)(C)C)C=C1 (Methyl 3-[N-(p-chlorobenzyl)-3-(t-butylthio)-5-(quinolin-2-ylmethoxy)indol-2-yl]-2,2-dimethylpropanoate). As a reaction SMILES: [Cl:1][C:2]1[CH:31]=[CH:30][C:5]([CH2:6][N:7]2[C:15]3[C:10](=[CH:11][C:12]([OH:16])=[CH:13][CH:14]=3)[C:9]([S:17][C:18]([CH3:21])([CH3:20])[CH3:19])=[C:8]2[CH2:22][C:23]([CH3:29])([CH3:28])[C:24]([O:26][CH3:27])=[O:25])=[CH:4][CH:3]=1.C([O-])([O-])=O.[K+].[K+].C([O-])([O-])=O.[Cs+].[Cs+].Cl.Cl[CH2:46][C:47]1[CH:56]=[CH:55][C:54]2[C:49](=[CH:50][CH:51]=[CH:52][CH:53]=2)[N:48]=1.Cl>CN(C=O)C.O>[Cl:1][C:2]1[CH:3]=[CH:4][C:5]([CH2:6][N:7]2[C:15]3[C:10](=[CH:11][C:12]([O:16][CH2:46][C:47]4[CH:56]=[CH:55][C:54]5[C:49](=[CH:50][CH:51]=[CH:52][CH:53]=5)[N:48]=4)=[CH:13][CH:14]=3)[C:9]([S:17][C:18]([CH3:20])([CH3:19])[CH3:21])=[C:8]2[CH2:22][C:23]([CH3:29])([CH3:28])[C:24]([O:26][CH3:27])=[O:25])=[CH:30][CH:31]=1 |f:1.2.3,4.5.6,7.8|. Reported procedure: Methyl 3-[N-(p-chlorobenzyl)-5-hydroxy-3-(t-butylthio)indol-2-yl]-2,2-dimethylpropanoate (33.6 g) from Step C was dissolved in 500 mL of dry DMF and the solution was charged with 2.4 g of KI, 30.3 g of K2CO3, 4.77 g of Cs2CO3 and 23.5 g of 2-(chloromethyl)quinoline hydrochloride. The reaction was stirred at RT, under N2, for 72 hours then it was poured into water (1.5 L), acidified with 1N HCl and extracted (3×200 mL) with CH2Cl2. The organic phase was washed with H2O (3×150 mL), dried and evapo... Starting materials: C(C)(C)(C)OC(=O)N1C[C@@H](CC1)CS(=O)(=O)CC1=CC=C(C=C1)F ((3R)-1-(tert-butoxycarbonyl)-3-[(4-fluorobenzylsulphonyl)-methyl]pyrrolidine), FC(C(=O)O)(F)F (trifluoroacetic acid). Solvent: ClCCl (dichloromethane). The product is FC1=CC=C(CS(=O)(=O)C[C@H]2CNCC2)C=C1 ((3R)-3-[(4-Fluorobenzylsulfonyl)methyl)pyrrolidine). Reaction SMILES: C(OC([N:8]1[CH2:12][CH2:11][C@@H:10]([CH2:13][S:14]([CH2:17][C:18]2[CH:23]=[CH:22][C:21]([F:24])=[CH:20][CH:19]=2)(=[O:16])=[O:15])[CH2:9]1)=O)(C)(C)C.FC(F)(F)C(O)=O>ClCCl>[F:24][C:21]1[CH:20]=[CH:19][C:18]([CH2:17][S:14]([CH2:13][C@@H:10]2[CH2:11][CH2:12][NH:8][CH2:9]2)(=[O:15])=[O:16])=[CH:23][CH:22]=1. Procedure details: Using a similar method to that described in Example 93, step 2, (3R)-1-(tert-butoxycarbonyl)-3-[(4-fluorobenzylsulphonyl)-methyl]pyrrolidine (0.6465 g, 1.81 mmol) was reacted with trifluoroacetic acid (2ml) in dichloromethane (6 ml) to give, after work up, 0.4755 g of the title compound as a white solid, which was used without further purification. δH (360 MHz, CDCl3) 1.55 (1H, m), 2.15 (1H, m), 2.60-2.73 (2H, m), 2.90-3.00 (4H, m), 3.30 (1H, m), 4.21 (2H, s), 7.11 (2H, t, J=8.6 Hz), 7.37-7.41 (...